From a dataset of the Open Reaction Database (ORD), a public repository of structured organic reaction records. describe an organic reaction: reactants, conditions, products, and yield Reactants: C(\C=C\C(=O)[O-])(=O)[O-] (fumarate), solution, solution, P(=O)(O)(O)[O-].[Na+] (monosodium dihydrogen phosphate), C=O (formaldehyde), O([N+](=O)[O-])CCC1CCNCC1 (4-(2-nitroxyethyl)-piperidine), C([O-])([O-])=O.[K+].[K+] (potassium carbonate). The solvent is O1CCOCC1 (dioxan). The product is C(\C=C\C(=O)O)(=O)O.CN1CCC(CC1)CCO[N+](=O)[O-] (1-Methyl-4-(2-nitroxyethyl)-piperidine fumarate). As a reaction SMILES: P([O-])(O)(O)=O.[Na+].[O:7]([CH2:11][CH2:12][CH:13]1[CH2:18][CH2:17][NH:16][CH2:15][CH2:14]1)[N+:8]([O-:10])=[O:9].C=O.[C:21](=O)([O-])[O-].[K+].[K+].[C:27]([O-:34])(=[O:33])/[CH:28]=[CH:29]/[C:30]([O-:32])=[O:31]>O1CCOCC1>[C:27]([OH:34])(=[O:33])/[CH:28]=[CH:29]/[C:30]([OH:32])=[O:31].[CH3:21][N:16]1[CH2:15][CH2:14][CH:13]([CH2:12][CH2:11][O:7][N+:8]([O-:10])=[O:9])[CH2:18][CH2:17]1 |f:0.1,4.5.6,9.10|. Procedure details: To 100 ml. of a 1N solution of monosodium dihydrogen phosphate are added 3.4 g. (0.02 mole) 4-(2-nitroxyethyl)-piperidine in 10 ml. dioxan. While cooling and stirring, there are now added dropwise at +10° C., 10 ml. of a 37% solution of formaldehyde in the course of 10 minutes. After stirring overnight at ambient temperature, the reaction mixture is rendered alkaline with potassium carbonate and extracted with ethyl acetate. The organic phase is dried with anhydrous sodium sulphate and distilled...